From a dataset of the Open Reaction Database (ORD), a public repository of structured organic reaction records. describe an organic reaction: reactants, conditions, products, and yield The reactants are FC=1C=CC2=C(C(=NCC(N2)=S)C2=C(C=CC=C2)Cl)C1 (1,3-dihydro-7-fluoro-5-(o-chlorophenyl)-2H-1,4-benzodiazepine-2-thione), OCC(=O)NN (hydroxyacetic acid hydrazide). Run in C(CCC)O (n-butyl alcohol). The product is FC=1C=CC2=C(C(=NCC=3N2C(=NN3)CO)C3=C(C=CC=C3)Cl)C1 (8-fluoro-1-(hydroxymethyl)-6-(o-chlorophenyl)-4H-s-triazolo[4,3-a][1,4]benzodiazepine). RXN SMILES: [F:1][C:2]1[CH:3]=[CH:4][C:5]2[NH:11][C:10](=S)[CH2:9][N:8]=[C:7]([C:13]3[CH:18]=[CH:17][CH:16]=[CH:15][C:14]=3[Cl:19])[C:6]=2[CH:20]=1.[OH:21][CH2:22][C:23]([NH:25][NH2:26])=O>C(O)CCC>[F:1][C:2]1[CH:3]=[CH:4][C:5]2[N:11]3[C:23]([CH2:22][OH:21])=[N:25][N:26]=[C:10]3[CH2:9][N:8]=[C:7]([C:13]3[CH:18]=[CH:17][CH:16]=[CH:15][C:14]=3[Cl:19])[C:6]=2[CH:20]=1. Procedure details: In the manner given in Preparation 1, a solution of 1,3-dihydro-7-fluoro-5-(o-chlorophenyl)-2H-1,4-benzodiazepine-2-thione and hydroxyacetic acid hydrazide in n-butyl alcohol is refluxed to give 8-fluoro-1-(hydroxymethyl)-6-(o-chlorophenyl)-4H-s-triazolo[4,3-a][1,4]benzodiazepine. Preparation 7 8-Chloro-1-[(diethylamino)methyl]-6-phenyl-4H-s-triazolo[4,3-a][1,4]benzodiazepine